This data is from the Open Reaction Database (ORD), a public repository of structured organic reaction records. The task is: describe an organic reaction: reactants, conditions, products, and yield The reactants are BrCCBr, CS(=O)(=O)c1ccc(Br)cc1C(F)(F)F, COC(=O)C(I)=CCC1CCCC1, C[Si](C)(C)Cl, [Cl-], [NH4+], C1CCOC1, [Zn], c1ccc(P(c2ccccc2)c2ccccc2)cc1. Yields the product COC(=O)C(=CCC1CCCC1)c1ccc(S(C)(=O)=O)c(C(F)(F)F)c1. Reaction SMILES: [Br:1][CH2:2][CH2:3][Br:4].[Br:42][c:43]1[cH:44][c:45]([C:53]([F:54])([F:55])[F:56])[c:46]([S:49](=[O:50])(=[O:51])[CH3:52])[cH:47][cH:48]1.[CH3:10][O:11][C:12]([C:13](=[CH:14][CH2:15][CH:16]1[CH2:17][CH2:18][CH2:19][CH2:20]1)[I:21])=[O:22].[CH3:5][Si:6]([Cl:7])([CH3:8])[CH3:9].[Cl-:57].[NH4+:58].[O:59]1[CH2:60][CH2:61][CH2:62][CH2:63]1.[Zn:64].[c:23]1([P:24]([c:25]2[cH:26][cH:27][cH:28][cH:29][cH:30]2)[c:31]2[cH:32][cH:33][cH:34][cH:35][cH:36]2)[cH:37][cH:38][cH:39][cH:40][cH:41]1>>[CH3:10][O:11][C:12]([C:13](=[CH:14][CH2:15][CH:16]1[CH2:17][CH2:18][CH2:19][CH2:20]1)[c:43]1[cH:44][c:45]([C:53]([F:54])([F:55])[F:56])[c:46]([S:49](=[O:50])(=[O:51])[CH3:52])[cH:47][cH:48]1)=[O:22]. The reactants are Cl.COC=1C=C2C=CC(=CC2=CC1)C(C)N (1-(6-methoxynaphthalen-2-yl)ethyl amine hydrochloride salt), C(C1=CC=C(C=C1)OC)=O (p-anisaldehyde), C([O-])([O-])=O.[Na+].[Na+] (sodium carbonate). The solvent is CO (methanol). Conditions: time 15 hour. The product is C(C1=CC=C(C=C1)OC)=N (p-anisaldehyde imine). The yield is 230.8%. RXN SMILES: Cl.COC1C=C2C(=CC=1)C=C(C([NH2:16])C)C=C2.[CH:17](=O)[C:18]1[CH:23]=[CH:22][C:21]([O:24][CH3:25])=[CH:20][CH:19]=1.C(=O)([O-])[O-].[Na+].[Na+]>CO>[CH:17](=[NH:16])[C:18]1[CH:23]=[CH:22][C:21]([O:24][CH3:25])=[CH:20][CH:19]=1 |f:0.1,3.4.5|. Procedure details: To a solution of the amine 2.1 (2.51 g, 12.5 mmol) in 10 mL methanol were added p-anisaldehyde (1.5 mL, 12.5 mmol) and anhydrous sodium carbonate (1.3 g, 12.5 mmol). The mixture was stirred for 15 hours and was filtered through celite and concentrated to give 3.9 g of the corresponding p-anisaldehyde imine 2.2. Starting materials: CC(C)(C)O, C1=CCCCCCC1, [Mo], [O-]O, [O-]O, O=P([O-])([O-])[O-], O=P([O-])([O-])[O-], [Zn+2], [Zn+2], [Zn+2], CC(C)c1ccccc1. Product: C1CCCC2OC2CC1. As a reaction SMILES: [C:36]([OH:37])([CH3:38])([CH3:39])[CH3:40].[CH:1]1=[CH:2][CH2:3][CH2:4][CH2:5][CH2:6][CH2:7][CH2:8]1.[Mo:22].[O-:20][OH:21].[O-:9][OH:10].[P:23]([O-:24])([O-:25])([O-:26])=[O:27].[P:29]([O-:30])([O-:31])([O-:32])=[O:33].[Zn+2:28].[Zn+2:34].[Zn+2:35].[c:11]1([CH:12]([CH3:13])[CH3:14])[cH:15][cH:16][cH:17][cH:18][cH:19]1>>[CH:1]12[CH:2]([CH2:3][CH2:4][CH2:5][CH2:6][CH2:7][CH2:8]1)[O:9]2. Run in C1(=CC=CC=C1)C (toluene). RXN SMILES: Cl.[C:2]1([CH:8]2[CH2:13][CH2:12][N:11]([CH2:14][CH2:15][CH2:16][NH2:17])[CH2:10][CH2:9]2)[CH:7]=[CH:6][CH:5]=[CH:4][CH:3]=1.[C:18]12[C:25]3=[CH:26][CH:27]=[CH:28][CH:29]=[C:24]3[C:23](=[O:30])[O:22][C:20](=[O:21])[C:19]1=[CH:31][CH:32]=[CH:33][CH:34]=2>C1(C)C=CC=CC=1>[C:2]1([CH:8]2[CH2:9][CH2:10][N:11]([CH2:14][CH2:15][CH2:16][NH:17][C:23]([C:24]3[CH:29]=[CH:28][CH:27]=[CH:26][C:25]=3[C:18]3[C:19]([C:20]([OH:22])=[O:21])=[CH:31][CH:32]=[CH:33][CH:34]=3)=[O:30])[CH2:12][CH2:13]2)[CH:3]=[CH:4][CH:5]=[CH:6][CH:7]=1 |f:0.1|. Reported procedure: 4-Phenyl-1-piperidinepropanamine, hydrochloride (prepared in part A) (16.33 g, 53.5 mM) and diphenic anhydride (12.0 g, 53.5 mM) are refluxed in toluene for 2 hours. The mixture is allowed to stand overnight at room temperature during which time product crystallizes out. The crystals are filtered off, washed with toluene, recrystallized from ethanol, and dried at 80° to give the title compound. Starting materials: Cl.C1(=CC=CC=C1)C1CCN(CC1)CCCN (4-Phenyl-1-piperidinepropanamine, hydrochloride), C=12C(C(=O)OC(C=3C2=CC=CC3)=O)=CC=CC1 (diphenic anhydride). Yields the product C1(=CC=CC=C1)C1CCN(CC1)CCCNC(=O)C1=C(C=CC=C1)C=1C(=CC=CC1)C(=O)O (2'-[[[3-(4-phenyl-1-piperidinyl)propyl]amino]-carbonyl][1,1'-biphenyl]-2-carboxylic acid). Conditions: time 8 hour. The reactants are C(CC)C=1NC=C(N1)CO (2-n-propyl-4-imidazolemethanol), [N+](=O)(O)[O-] (HNO3), C(=O)([O-])[O-].[Na+].[Na+] (Na2CO3). Reagents/catalysts: [N+](=O)(O)[O-] (HNO3). Reaction conditions: temperature 0 celsius. Yields the product C(CC)C=1NC=C(N1)C=O (2-n-Propyl-4-imidazolecarboxaldehyde). Reaction SMILES: [CH2:1]([C:4]1[NH:5][CH:6]=[C:7]([CH2:9][OH:10])[N:8]=1)[CH2:2][CH3:3].[N+]([O-])(O)=O.C([O-])([O-])=O.[Na+].[Na+]>[N+]([O-])(O)=O>[CH2:1]([C:4]1[NH:5][CH:6]=[C:7]([CH:9]=[O:10])[N:8]=1)[CH2:2][CH3:3] |f:2.3.4|. Procedure: A 108.6 gm. portion of 2-n-propyl-4-imidazolemethanol and 107 ml. of concentrated HNO3 are heated on a steam bath for 2 1/2 hours. Three drops of fuming HNO3 are added during this time. The pH is adjusted to 8 with concentrated aqueous Na2CO3 and the mixture is cooled to 0° C. overnight. The solid is recovered, washed with water and recrystallized from a mixture of ethyl acetate and petroleum ether giving a yellow solid. Treatment of the mother liquor gives an additional tacky solid which is tri... The reactants are FC1=CC=C(C=C1)[N+](=O)[O-] (4-fluoro-nitro-benzene), C[C@@H]1N[C@@H](CNC1)C (cis-2,6-dimethyl-piperazine), ClCCl (dichloromethane). Run in O (water). Reaction conditions: temperature 45 celsius. Yields the product C[C@@H]1CN(C[C@@H](N1)C)C1=CC=C(C=C1)[N+](=O)[O-] (Cis-3,5-dimethyl-1-(4-nitro-phenyl)-piperazine). The yield is 103.3%. Reaction SMILES: F[C:2]1[CH:7]=[CH:6][C:5]([N+:8]([O-:10])=[O:9])=[CH:4][CH:3]=1.[CH3:11][C@H:12]1[CH2:17][NH:16][CH2:15][C@@H:14]([CH3:18])[NH:13]1.ClCCl>O>[CH3:11][C@H:12]1[NH:13][C@@H:14]([CH3:18])[CH2:15][N:16]([C:2]2[CH:7]=[CH:6][C:5]([N+:8]([O-:10])=[O:9])=[CH:4][CH:3]=2)[CH2:17]1. Procedure: A suspension of 6.74 g (47.8 mmol) of 4-fluoro-nitro-benzene and 10.91 g (95.5 mmol) of cis-2,6-dimethyl-piperazine is heated at 45° C. for 1 hour. The reaction mixture is cooled and shaken with dichloromethane and water. The organic layer is dried (magnesium sulfate) and concentrated to give 11.62 g (>100%) of the product as a solid. Reported procedure: 29.7 g (0.146 mol) of 4-hydroxy-5-bromo-6-ethylpyrimidine are introduced slowly into 27.3 g (0.178 mol) of phosphorus oxychloride. The suspension dissolves on heating to 70° C.; the reaction is slightly exothermic. The temperature is kept at 70° C. for 11/2 hours and, after cooling, the solution is poured onto ice-water and neutralised carefully to pH 5-7, at 0° C., with 30% sodium hydroxide solution. Extraction with ethyl acetate yields, after removal of the solvent, 30.4 g of crude product. Di... Yields the product ClC1=NC=NC(=C1Br)CC (4-chloro-5-bromo-6-ethylpyrimidine). Starting materials: OC1=NC=NC(=C1Br)CC (4-hydroxy-5-bromo-6-ethylpyrimidine), P(=O)(Cl)(Cl)Cl (phosphorus oxychloride), [OH-].[Na+] (sodium hydroxide). RXN SMILES: O[C:2]1[C:7]([Br:8])=[C:6]([CH2:9][CH3:10])[N:5]=[CH:4][N:3]=1.P(Cl)(Cl)([Cl:13])=O.[OH-].[Na+]>>[Cl:13][C:2]1[C:7]([Br:8])=[C:6]([CH2:9][CH3:10])[N:5]=[CH:4][N:3]=1 |f:2.3|. Reaction conditions: temperature 70 celsius.